From a dataset of the Open Reaction Database (ORD), a public repository of structured organic reaction records. describe an organic reaction: reactants, conditions, products, and yield The reactants are COC=1C=C(C=C(C1)OC)NC1CCN(CC1)CC1=CC(=NC=C1)C1=CC(=C(C(=C1)OC)OC)OC (4-(3,5-Dimethoxyphenylamino)-1-[[2-(3,4,5-trimethoxyphenyl)pyridin-4-yl]methyl]piperidine), ClCC1=CC(=NC=C1)C1=CC(=C(C(=C1)OC)OC)OC (4-chloromethyl-2-(3,4,5-trimethoxyphenyl)pyridine), trihydrochloride. Product: Cl.Cl.Cl.COC=1C=C(C=C(C1)OC)N(CC1=CC(=NC=C1)C1=CC(=C(C(=C1)OC)OC)OC)C1CCN(CC1)CC1=CC(=NC=C1)C1=CC(=C(C(=C1)OC)OC)OC (4-[N-(3,5-Dimethoxyphenyl)-N-[[2-(3,4,5-trimethoxyphenyl)pyridin-4-yl]methyl]amino]-1-[[2-(3,4,5-trimethoxyphenyl)pyridin-4-yl]methyl]piperidine Trihydrochloride). RXN SMILES: [CH3:1][O:2][C:3]1[CH:4]=[C:5]([NH:11][CH:12]2[CH2:17][CH2:16][N:15]([CH2:18][C:19]3[CH:24]=[CH:23][N:22]=[C:21]([C:25]4[CH:30]=[C:29]([O:31][CH3:32])[C:28]([O:33][CH3:34])=[C:27]([O:35][CH3:36])[CH:26]=4)[CH:20]=3)[CH2:14][CH2:13]2)[CH:6]=[C:7]([O:9][CH3:10])[CH:8]=1.[Cl:37][CH2:38][C:39]1[CH:44]=[CH:43][N:42]=[C:41]([C:45]2[CH:50]=[C:49]([O:51][CH3:52])[C:48]([O:53][CH3:54])=[C:47]([O:55][CH3:56])[CH:46]=2)[CH:40]=1>>[ClH:37].[ClH:37].[ClH:37].[CH3:1][O:2][C:3]1[CH:4]=[C:5]([N:11]([CH:12]2[CH2:13][CH2:14][N:15]([CH2:18][C:19]3[CH:24]=[CH:23][N:22]=[C:21]([C:25]4[CH:26]=[C:27]([O:35][CH3:36])[C:28]([O:33][CH3:34])=[C:29]([O:31][CH3:32])[CH:30]=4)[CH:20]=3)[CH2:16][CH2:17]2)[CH2:38][C:39]2[CH:44]=[CH:43][N:42]=[C:41]([C:45]3[CH:50]=[C:49]([O:51][CH3:52])[C:48]([O:53][CH3:54])=[C:47]([O:55][CH3:56])[CH:46]=3)[CH:40]=2)[CH:6]=[C:7]([O:9][CH3:10])[CH:8]=1 |f:2.3.4.5|. Procedure details: 4-(3,5-Dimethoxyphenylamino)-1-[[2-(3,4,5-trimethoxyphenyl)pyridin-4-yl]methyl]piperidine (148 mg) and 4-chloromethyl-2-(3,4,5-trimethoxyphenyl)pyridine (114 mg) were condensed by the same manner as described in Example 9. Yellow oil of a free base was converted to a trihydrochloride which gave the title compound as yellow powder. Reactants: CC(=O)OC(C)=O, Nc1ccc(Br)cc1C(F)(F)F, C1CCOC1. Yields the product CC(=O)Nc1ccc(Br)cc1C(F)(F)F. Reaction SMILES: [CH3:13][C:14](=[O:15])[O:16][C:17](=[O:18])[CH3:19].[F:1][C:2]([c:3]1[c:4]([NH2:5])[cH:6][cH:7][c:8]([Br:10])[cH:9]1)([F:11])[F:12].[O:20]1[CH2:21][CH2:22][CH2:23][CH2:24]1>>[F:1][C:2]([c:3]1[c:4]([NH:5][C:14]([CH3:13])=[O:15])[cH:6][cH:7][c:8]([Br:10])[cH:9]1)([F:11])[F:12]. Starting materials: C(C)OC(C(CC(C)C)C=1C=C(C=C(C1)OS(=O)(=O)C(F)(F)F)C1=CC=C(C=C1)C(F)(F)F)=O (4-Methyl-2-(5-trifluoromethanesulfonyloxy-4′-trifluoromethyl-biphenyl-3-yl)-pentanoic acid ethyl ester), COC1=CC=C(C=C1)B(O)O (4-methoxy-phenylboronic acid). Product: COC1=CC=C(C=C1)C1=CC(=CC(=C1)C(C(=O)O)CC(C)C)C1=CC=C(C=C1)C(F)(F)F (2-(4-Methoxy-4″-trifluoromethyl-[1,1′;3′,1″]terphenyl-5′-yl)-4-methyl-pentanoic acid). As a reaction SMILES: C([O:3][C:4](=[O:34])[CH:5]([C:10]1[CH:11]=[C:12]([C:24]2[CH:29]=[CH:28][C:27]([C:30]([F:33])([F:32])[F:31])=[CH:26][CH:25]=2)[CH:13]=[C:14](OS(C(F)(F)F)(=O)=O)[CH:15]=1)[CH2:6][CH:7]([CH3:9])[CH3:8])C.[CH3:35][O:36][C:37]1[CH:42]=[CH:41][C:40](B(O)O)=[CH:39][CH:38]=1>>[CH3:35][O:36][C:37]1[CH:42]=[CH:41][C:40]([C:14]2[CH:15]=[C:10]([CH:5]([CH2:6][CH:7]([CH3:9])[CH3:8])[C:4]([OH:34])=[O:3])[CH:11]=[C:12]([C:24]3[CH:25]=[CH:26][C:27]([C:30]([F:31])([F:32])[F:33])=[CH:28][CH:29]=3)[CH:13]=2)=[CH:39][CH:38]=1. Reported procedure: The title compound was prepared from a Suzuki coupling of 4-Methyl-2-(5-trifluoromethanesulfonyloxy-4′-trifluoromethyl-biphenyl-3-yl)-pentanoic acid ethyl ester (intermediate Example 1g) with 4-methoxy-phenylboronic acid under the conditions described in Example 1; 1H NMR (400 MHz, MeOD) δ ppm 0.79-0.90 (m, 6H), 1.46 (ddd, J=13.33, 6.85, 6.72 Hz, 1H), 1.64 (ddd, J=13.63, 7.09, 6.91 Hz, 1H), 1.87-1.98 (m, 1H), 3.67-3.77 (m, 4H), 6.87-6.95 (m, 2H), 7.43-7.54 (m, 4H), 7.59-7.69 (m, 3H), 7.73 (d, J=... Yields the product N#Cc1ccc(OCCCCCI)cc1. As a reaction SMILES: [CH2:23]([O:24][C:25](=[O:26])[CH3:27])[CH3:28].[CH3:16][C:17](=[O:18])[CH2:19][CH3:20].[Cl:1][CH2:2][CH2:3][CH2:4][CH2:5][CH2:6][O:7][c:8]1[cH:9][cH:10][c:11]([C:12]#[N:13])[cH:14][cH:15]1.[I-:22].[Na+:21]>>[CH2:2]([CH2:3][CH2:4][CH2:5][CH2:6][O:7][c:8]1[cH:9][cH:10][c:11]([C:12]#[N:13])[cH:14][cH:15]1)[I:22]. The reactants are CCOC(C)=O, CCC(C)=O, N#Cc1ccc(OCCCCCCl)cc1, [I-], [Na+]. Starting materials: ClC1=NC=C(C(=N1)Cl)Cl (2,4,5-trichloropyrimidine), NC1=C(C(=O)NC(C)C)C=CC=C1 (2-amino-N-(1-methylethyl)benzamide), C(C)(C)N(CC)C(C)C (di-isopropyl-ethylamine). Solvent: C(C)(C)O (isopropanol). Reaction conditions: temperature 0 celsius, time 18 hour. The product is ClC1=NC=C(C(=N1)NC1=C(C(=O)NC(C)C)C=CC=C1)Cl (2-[(2,5-dichloro-4-pyrimidinyl)amino]-N-(1-methylethyl)benzamide). The yield is 90.4%. As a reaction SMILES: [Cl:1][C:2]1[N:7]=[C:6](Cl)[C:5]([Cl:9])=[CH:4][N:3]=1.[NH2:10][C:11]1[CH:22]=[CH:21][CH:20]=[CH:19][C:12]=1[C:13]([NH:15][CH:16]([CH3:18])[CH3:17])=[O:14].C(N(C(C)C)CC)(C)C>C(O)(C)C>[Cl:1][C:2]1[N:7]=[C:6]([NH:10][C:11]2[CH:22]=[CH:21][CH:20]=[CH:19][C:12]=2[C:13]([NH:15][CH:16]([CH3:18])[CH3:17])=[O:14])[C:5]([Cl:9])=[CH:4][N:3]=1. Procedure details: A round-bottomed flask was charged with 2,4,5-trichloropyrimidine (2.0 g, 6.8 mmol), 2-amino-N-(1-methylethyl)benzamide (1.2 g, 7.1 mmol), di-isopropyl-ethylamine (1.4 mL, 8.1 mmol) and 30 mL isopropanol. The flask was fitted with a reflux condenser and the reaction was heated to reflux and stirred for 18 h. A white solid appeared in the reaction mixture. The reaction was cooled to 0° C. and filtered and solid was washed with diethyl ether to afford 2-[(2,5-dichloro-4-pyrimidinyl)amino]-N-(1-met... The reactants are CC(=O)CCC1=COC(C)(C)OC1=O, O. Product: CC(O)CCC1=COC(C)(C)OC1=O. As a reaction SMILES: [CH3:1][C:2]1([CH3:14])[O:3][CH:4]=[C:5]([CH2:9][CH2:10][C:11]([CH3:12])=[O:13])[C:6](=[O:8])[O:7]1.[OH2:15]>>[CH3:1][C:2]1([CH3:14])[O:3][CH:4]=[C:5]([CH2:9][CH2:10][CH:11]([CH3:12])[OH:13])[C:6](=[O:8])[O:7]1.